From a dataset of the Open Reaction Database (ORD), a public repository of structured organic reaction records. describe an organic reaction: reactants, conditions, products, and yield The reactants are FC(C(=O)O)(F)F (trifluoroacetic acid), C[Si](C)(C)[N-][Si](C)(C)C.[Li+] (lithium bis(trimethylsilyl)amide), ClC(CC=C)B1OC(C(O1)(C)C)(C)C (2-(1(RS)-chloro-3-butenyl)-4,4,5,5-tetramethyl-1,3,2-dioxaborolane). The solvent is O1CCCC1 (tetrahydrofuran), O1CCCC1 (tetrahydrofuran). Run at time 8 hour. The product is FC(C(=O)O)(F)F.C(C=C)C(N)B1OC(C(O1)(C)C)(C)C (α-(RS)-allyl-4,4,5,5-tetramethyl-1,3,2-dioxaborolane-2-methylamine trifluoroacetate). Isolated yield 24.4%. RXN SMILES: C[Si]([N-:5][Si](C)(C)C)(C)C.[Li+].Cl[CH:12]([B:16]1[O:20][C:19]([CH3:22])([CH3:21])[C:18]([CH3:24])([CH3:23])[O:17]1)[CH2:13][CH:14]=[CH2:15].[F:25][C:26]([F:31])([F:30])[C:27]([OH:29])=[O:28]>O1CCCC1>[F:25][C:26]([F:31])([F:30])[C:27]([OH:29])=[O:28].[CH2:13]([CH:12]([B:16]1[O:20][C:19]([CH3:22])([CH3:21])[C:18]([CH3:24])([CH3:23])[O:17]1)[NH2:5])[CH:14]=[CH2:15] |f:0.1,5.6|. Procedure: 6.6 ml (6.6 mmol) of 1M lithium bis(trimethylsilyl)amide in tetrahydrofuran were added dropwise to a solution of 1.43 g (6.6 mmol) of 2-(1(RS)-chloro-3-butenyl)-4,4,5,5-tetramethyl-1,3,2-dioxaborolane in 20 ml of tetrahydrofuran under nitrogen at -78° C. The solution was then stirred overnight at room temperature. The solvent was removed by evaporation and the residue was taken up in diethyl ether. Insoluble material was removed by filtration and the filtrate was cooled to 0° C. 1.5 ml (19.8 mmo...